From a dataset of the Open Reaction Database (ORD), a public repository of structured organic reaction records. describe an organic reaction: reactants, conditions, products, and yield RXN SMILES: [CH3:28][N:29]=[C:30]=[O:31].[NH2:1][c:2]1[s:3][cH:4][c:5]([CH2:7][N:8]2[CH2:9][CH2:10][CH:11]([O:14][CH:15]([c:16]3[cH:17][cH:18][cH:19][cH:20][cH:21]3)[c:22]3[cH:23][cH:24][cH:25][cH:26][cH:27]3)[CH2:12][CH2:13]2)[n:6]1.[Na+:33].[O:34]1[CH2:35][CH2:36][CH2:37][CH2:38]1.[OH-:32]>>[NH:1]([c:2]1[s:3][cH:4][c:5]([CH2:7][N:8]2[CH2:9][CH2:10][CH:11]([O:14][CH:15]([c:16]3[cH:17][cH:18][cH:19][cH:20][cH:21]3)[c:22]3[cH:23][cH:24][cH:25][cH:26][cH:27]3)[CH2:12][CH2:13]2)[n:6]1)[C:30]([NH:29][CH3:28])=[O:31]. Starting materials: CN=C=O, Nc1nc(CN2CCC(OC(c3ccccc3)c3ccccc3)CC2)cs1, [Na+], C1CCOC1, [OH-]. The product is CNC(=O)Nc1nc(CN2CCC(OC(c3ccccc3)c3ccccc3)CC2)cs1. Starting materials: CC(C)(C)OC(=O)C(C)(C)Sc1nc(C(=O)CCl)cs1, CCCC[N+](CCCC)(CCCC)CCCC, Cc1ccccc1, Oc1ccc(-c2ccc(F)cc2)cc1, [I-], [Na+], [OH-], O. Yields the product CC(C)(C)OC(=O)C(C)(C)Sc1nc(C(=O)COc2ccc(-c3ccc(F)cc3)cc2)cs1. As a reaction SMILES: [C:1]([CH3:2])([CH3:3])([CH3:4])[O:5][C:6]([C:7]([CH3:8])([CH3:9])[S:10][c:11]1[s:12][cH:13][c:14]([C:16]([CH2:17][Cl:18])=[O:19])[n:15]1)=[O:20].[CH2:46]([N+:47]([CH2:48][CH2:49][CH2:50][CH3:51])([CH2:52][CH2:53][CH2:54][CH3:55])[CH2:56][CH2:57][CH2:58][CH3:59])[CH2:60][CH2:61][CH3:62].[CH3:38][c:39]1[cH:40][cH:41][cH:42][cH:43][cH:44]1.[F:21][c:22]1[cH:23][cH:24][c:25](-[c:28]2[cH:29][cH:30][c:31]([OH:34])[cH:32][cH:33]2)[cH:26][cH:27]1.[I-:45].[Na+:36].[OH-:35].[OH2:37]>>[C:1]([CH3:2])([CH3:3])([CH3:4])[O:5][C:6]([C:7]([CH3:8])([CH3:9])[S:10][c:11]1[s:12][cH:13][c:14]([C:16]([CH2:17][O:34][c:31]2[cH:30][cH:29][c:28](-[c:25]3[cH:24][cH:23][c:22]([F:21])[cH:27][cH:26]3)[cH:33][cH:32]2)=[O:19])[n:15]1)=[O:20]. The reactants are OC(CC(=O)O)COC1=CC=CC=C1 (3-hydroxy-4-phenoxybutyric acid), OC(CC(=O)O)CCCOC1=CC=CC=C1 (3-hydroxy-6-phenoxyhexanoic acid). Yields the product O(C1=CC=CC=C1)CCCCCC(=O)O (6-phenoxyhexanoic acid). RXN SMILES: OC(COC1C=CC=CC=1)CC(O)=O.O[CH:16]([CH2:21][CH2:22][CH2:23][O:24][C:25]1[CH:30]=[CH:29][CH:28]=[CH:27][CH:26]=1)[CH2:17][C:18]([OH:20])=[O:19]>>[O:24]([CH2:23][CH2:22][CH2:21][CH2:16][CH2:17][C:18]([OH:20])=[O:19])[C:25]1[CH:30]=[CH:29][CH:28]=[CH:27][CH:26]=1. Procedure: Also, in Macromolecules, 29, 3432-3435 (1996), it is reported that using Pseudomonas oleovorans, PHA containing 3-hydroxy-4-phenoxybutyric acid and 3-hydroxy-6-phenoxyhexanoic acid as units is produced from 6-phenoxyhexanoic acid, PHA containing 3-hydroxy-4-phenoxybutyric acid, 3-hydroxy-6-phenoxyhexanoic acid and 3-hydroxy-8-phenoxyoctanoic acid as units is produced from 8-phenoxyoctanoic acid, and PHA containing 3-hydroxy-5-phenoxyvaleric acid and 3-hydroxy-7-phenoxyheptanoic acid as units is ... The reactants are Cl.C1(=CC=CC=C1)[C@@H]1[C@@H](CCC1)N (cis-2-phenylcyclopentylamine hydrochloride), [H][H] (hydrogen). The reagents and catalysts are rhodium-on-charcoal. Run in O (water). The product is hydrochloride salt, Cl.C1(CCCCC1)[C@@H]1[C@@H](CCC1)N (cis-2-(cyclohexyl)cyclopentylamine hydrochloride). Yield: 33.9%. RXN SMILES: [ClH:1].[C:2]1([C@H:8]2[CH2:12][CH2:11][CH2:10][C@H:9]2[NH2:13])[CH:7]=[CH:6][CH:5]=[CH:4][CH:3]=1.[H][H]>O>[ClH:1].[CH:2]1([C@H:8]2[CH2:12][CH2:11][CH2:10][C@H:9]2[NH2:13])[CH2:3][CH2:4][CH2:5][CH2:6][CH2:7]1 |f:0.1,4.5|. Procedure: Using rhodium-on-charcoal catalyst in a Paar shaker, 12.6 g of cis-2-phenylcyclopentylamine hydrochloride, M.P. 204°-206° C. in 100 ml of water was hydrogenated. In 20 hours when the theoretical amount of hydrogen had been taken up the catalyst was removed by filtration, the filtrate made basic with sodium hydroxide solution, and the resulting precipitate was extracted into ether. After evaporation of the ether the residue was distilled, B.P. 100°-102° C. (6.0 mm). The hydrochloride salt was pre...